Dataset: the Open Reaction Database (ORD), a public repository of structured organic reaction records. Task: describe an organic reaction: reactants, conditions, products, and yield Reactants: ClC1=C(C=CC=C1Cl)C1CC(CC(C1)=O)=O (5-(2,3-dichlorophenyl)cyclohexane-1,3-dione), C(C)(=O)[O-].[NH4+] (ammonium acetate). The solvent is C(C)O (ethanol). Yields the product NC1=CC(CC(C1)C1=C(C(=CC=C1)Cl)Cl)=O (1-amino-5-(2,3-dichlorophenyl)cyclohexen-3-one). Yield: 89.2%. RXN SMILES: [Cl:1][C:2]1[C:7]([Cl:8])=[CH:6][CH:5]=[CH:4][C:3]=1[CH:9]1[CH2:14][C:13](=O)[CH2:12][C:11](=[O:16])[CH2:10]1.C([O-])(=O)C.[NH4+:21]>C(O)C>[NH2:21][C:13]1[CH2:14][CH:9]([C:3]2[CH:4]=[CH:5][CH:6]=[C:7]([Cl:8])[C:2]=2[Cl:1])[CH2:10][C:11](=[O:16])[CH:12]=1 |f:1.2|. Procedure: A mixture of 5-(2,3-dichlorophenyl)cyclohexane-1,3-dione (1.8 g) and ammonium acetate (1.7 g) in ethanol (20 ml) was refluxed for 14 hours, and the reaction solution was concentrated under reduced pressure. To the residue was added water (20 ml), and the resulting crystals were filtered. The crystals were washed with water and toluene, and dried to give 1-amino-5-(2,3-dichlorophenyl)cyclohexen-3-one (1.6 g) as pale yellow crystals. Reactants: C(C)[Mg]Br (ethylmagnesium bromide), FC1=C(C=O)C(=CC(=C1)OC)F (2,6-difluoro-4-methoxybenzaldehyde), C(CCC)N (N-butylamine), C1(=CC=C(C=C1)S(=O)(=O)O)C (p-toluenesulphonic acid). Reagents/catalysts: [Cl-].[Mn+2].[Cl-] (manganese(II) chloride). Run in C1(=CC=CC=C1)C (toluene), CCOCC (ether), O1CCCC1 (tetrahydrofuran). The product is C(C)C1=C(C=O)C(=CC(=C1)OC)CC (2,6-Diethyl-4-methoxy-benzaldehyde). Reaction SMILES: F[C:2]1[CH:9]=[C:8]([O:10][CH3:11])[CH:7]=[C:6](F)[C:3]=1[CH:4]=[O:5].[CH2:13](N)[CH2:14]CC.[C:18]1(C)C=CC(S(O)(=O)=O)=C[CH:19]=1.C([Mg]Br)C>C1(C)C=CC=CC=1.O1CCCC1.CCOCC.[Cl-].[Mn+2].[Cl-]>[CH2:13]([C:2]1[CH:9]=[C:8]([O:10][CH3:11])[CH:7]=[C:6]([CH2:18][CH3:19])[C:3]=1[CH:4]=[O:5])[CH3:14] |f:7.8.9|. Procedure details: Prepared in analogy to Example 57(a)-(b) from 2,6-difluoro-4-methoxybenzaldehyde, N-butylamine and p-toluenesulphonic acid in toluene, then treatment with 3 equivalents of ethylmagnesium bromide and manganese(II) chloride in tetrahydrofuran and ether followed by chromatography on silical gel. MS (ISP): 193.3 ([M+H]+). Starting materials: C1(CC1)C(=O)Cl (Cyclopropanecarbonyl chloride), Cl.Cl.ClC=1C=C(CN2C[C@@H](OCC2)CNC(=O)NCC2CCNCC2)C=CC1Cl (N-{[(2S)-4-(3,4-dichlorobenzyl)morpholin-2-yl]methyl}-N′-(piperidin-4-ylmethyl)urea Dihydrochloride), C(C)(C)N(C(C)C)CC (N,N-diisopropylethylamine). The solvent is ClCCl (dichloromethane). Run at temperature 23 celsius, time 3 hour. Product: C1(CC1)C(=O)N1CCC(CC1)CNC(=O)NC[C@H]1CN(CCO1)CC1=CC(=C(C=C1)Cl)Cl (N-{[1-(Cyclopropylcarbonyl)piperidin-4-yl]methyl}-N′-{[(2S)-4-(3,4-dichlorobenzyl)morpholin-2-yl]methyl}urea). Reaction SMILES: [CH:1]1([C:4](Cl)=[O:5])[CH2:3][CH2:2]1.Cl.Cl.[Cl:9][C:10]1[CH:11]=[C:12]([CH:32]=[CH:33][C:34]=1[Cl:35])[CH2:13][N:14]1[CH2:19][CH2:18][O:17][C@@H:16]([CH2:20][NH:21][C:22]([NH:24][CH2:25][CH:26]2[CH2:31][CH2:30][NH:29][CH2:28][CH2:27]2)=[O:23])[CH2:15]1.C(N(CC)C(C)C)(C)C>ClCCl>[CH:1]1([C:4]([N:29]2[CH2:30][CH2:31][CH:26]([CH2:25][NH:24][C:22]([NH:21][CH2:20][C@@H:16]3[O:17][CH2:18][CH2:19][N:14]([CH2:13][C:12]4[CH:32]=[CH:33][C:34]([Cl:35])=[C:10]([Cl:9])[CH:11]=4)[CH2:15]3)=[O:23])[CH2:27][CH2:28]2)=[O:5])[CH2:3][CH2:2]1 |f:1.2.3|. Reported procedure: Cyclopropanecarbonyl chloride (0.014 ml) was added to a solution of Intermediate 18 (0.54 g) and N,N-diisopropylethylamine (0.063 ml) in dichloromethane (2 ml). The solution was stirred for 3 h at 23° C. The solvent was removed in vacuo and the residue purified by solid phase extraction (Isolute SCX sulphonic acid column) eluting with methanol followed by 10% 0.880 ammonia solution in methanol. The basic fraction was concentrated in vacuo and the residue was further purified using a silica gel s... The reactants are C(C#C)O (propargyl alcohol), α,α'-azoisobutyronitrile, C(CCC)[SnH](CCCC)CCCC (tributyltin hydride). Run in C1(=CC=CC=C1)C (toluene). Product: C(CCC)[Sn](/C=C/CO)(CCCC)CCCC (E-3-tributylstannyl-2-propen-1-ol). Reaction SMILES: [CH2:1]([OH:4])[C:2]#[CH:3].[CH2:5]([SnH:9]([CH2:14][CH2:15][CH2:16][CH3:17])[CH2:10][CH2:11][CH2:12][CH3:13])[CH2:6][CH2:7][CH3:8]>C1(C)C=CC=CC=1>[CH2:14]([Sn:9]([CH2:5][CH2:6][CH2:7][CH3:8])([CH2:10][CH2:11][CH2:12][CH3:13])/[CH:3]=[CH:2]/[CH2:1][OH:4])[CH2:15][CH2:16][CH3:17]. Reported procedure: To a mixture of propargyl alcohol (2.24 g) and α,α'-azoisobutyronitrile (0.10 g) in anhydrous toluene (150 ml) is added tributyltin hydride (12.9 ml) and the mixture heated at reflux for about 2.5 hours, cooled and concentrated in vacuo. The crude product is purified by flash chromatography in 15% ether in hexane to give the desired product. Starting materials: C(CCCCC)N1C2=CC=C(C=C2SC=2C=C(C=CC12)OC)OC (10-hexyl-3,7-dimethoxy-phenothiazine), C(CCC)[Li] (n-butyllithium), C(=O)N1CCCCC1 (N-formylpiperidine). Solvent: C(C)OCC.O1CCCC1 (diethyl ether tetrahydrofuran). The product is C(CCCCC)N1C2=CC=C(C=C2SC=2C(=C(C=CC12)OC)C=O)OC (10-hexyl-3,7-dimethoxy-phenothiazine-4-carbaldehyde). The yield is 64.3%. RXN SMILES: [CH2:1]([N:7]1[C:20]2[CH:19]=[CH:18][C:17]([O:21][CH3:22])=[CH:16][C:15]=2[S:14][C:13]2[C:8]1=[CH:9][CH:10]=[C:11]([O:23][CH3:24])[CH:12]=2)[CH2:2][CH2:3][CH2:4][CH2:5][CH3:6].C([Li])CCC.[CH:30](N1CCCCC1)=[O:31]>C(OCC)C.O1CCCC1>[CH2:1]([N:7]1[C:8]2[CH:9]=[CH:10][C:11]([O:23][CH3:24])=[C:12]([CH:30]=[O:31])[C:13]=2[S:14][C:15]2[C:20]1=[CH:19][CH:18]=[C:17]([O:21][CH3:22])[CH:16]=2)[CH2:2][CH2:3][CH2:4][CH2:5][CH3:6] |f:3.4|. Procedure details: A solution of 3.42 g (10.0 mmol) of 10-hexyl-3,7-dimethoxy-phenothiazine in 50 ml of diethyl ether/tetrahydrofuran (4:1) was reacted with 8.12 ml of n-butyllithium solution (1.6M in hexane) and 3.35 g (29.6 mmol) of N-formylpiperidine analogously to that described in Example 4.1.1.c. The product was chromatographed on silica gel with ethyl acetate/hexane (1:4), whereupon 2.39 g (64.4%) of 10-hexyl-3,7-dimethoxy-phenothiazine-4-carbaldehyde were obtained as a red oil. Starting materials: CN(C)CC#C (N,N-dimethyl propargylamine), FC=1C(=C2/C(/C(NC2=CC1)=O)=C/C1=C(N=CN1)C)I ((Z)-1,3-dihydro-5-fluoro-4-iodo-3-[(4-methyl-1H-imidazol-5-yl)methylene]-2H-indol-2-one), FC=1C(=C2/C(/C(NC2=CC1)=O)=C/C1=C(N=CN1)C)I ((Z)-1,3-dihydro-5-fluoro-4-iodo-3-[(4-methyl-1H-imidazol-5-yl)methylene]-2H-indol-2-one). Reagents/catalysts: C=1C=CC(=CC1)[P](C=2C=CC=CC2)(C=3C=CC=CC3)[Pd]([P](C=4C=CC=CC4)(C=5C=CC=CC5)C=6C=CC=CC6)([P](C=7C=CC=CC7)(C=8C=CC=CC8)C=9C=CC=CC9)[P](C=1C=CC=CC1)(C=1C=CC=CC1)C=1C=CC=CC1 ((Ph3P)4Pd). The solvent is CCN(CC)CC (Et3N), CN(C)C=O (DMF). The product is CN(C)CC#CC1=C2/C(/C(NC2=CC=C1F)=O)=C/C1=C(N=CN1)C ((Z)-1,3-dihydro-4-[3-(N,N-dimethylamino)-1-propynyl]-5-fluoro-3-[(4-methyl-1H-imidazol-5-yl)methylene]-2H-indol-2-one). RXN SMILES: [CH3:1][N:2]([CH2:4][C:5]#[CH:6])[CH3:3].[F:7][C:8]1[C:9](I)=[C:10]2[C:14](=[CH:15][CH:16]=1)[NH:13][C:12](=[O:17])/[C:11]/2=[CH:18]\[C:19]1[NH:23][CH:22]=[N:21][C:20]=1[CH3:24]>C1C=CC([P]([Pd]([P](C2C=CC=CC=2)(C2C=CC=CC=2)C2C=CC=CC=2)([P](C2C=CC=CC=2)(C2C=CC=CC=2)C2C=CC=CC=2)[P](C2C=CC=CC=2)(C2C=CC=CC=2)C2C=CC=CC=2)(C2C=CC=CC=2)C2C=CC=CC=2)=CC=1.CN(C=O)C.CCN(CC)CC>[CH3:1][N:2]([CH2:4][C:5]#[C:6][C:9]1[C:8]([F:7])=[CH:16][CH:15]=[C:14]2[C:10]=1/[C:11](=[CH:18]/[C:19]1[NH:23][CH:22]=[N:21][C:20]=1[CH3:24])/[C:12](=[O:17])[NH:13]2)[CH3:3] |^1:29,31,50,69|. Procedure: Using Method C above, N,N-dimethyl propargylamine (42.2 mg, 0.51 mmol) (Aldrich) was coupled with (Z)-1,3-dihydro-5-fluoro-4-iodo-3-[(4-methyl-1H-imidazol-5-yl)methylene]-2H-indol-2-one (75 mg, 0.203 mmol) (Starting Material 3 supra) using (Ph3P)4Pd (23.5 mg) and Cul (4 mg) as catalyst in DMF (3 mL) and Et3N (3 mL) as solvent at 80° C. for 6 h to give (Z)-1,3-dihydro-4-[3-(N,N-dimethylamino)-1-propynyl]-5-fluoro-3-[(4-methyl-1H-imidazol-5-yl)methylene]-2H-indol-2-one. (Yield 40 mg, 61%). Reactants: FC=1C=C(CNCC2=CC(=C(C(=O)N[C@H](C(=O)O)CC3=CC=C(C=C3)C=3C(N(C(N(C3C)C)=O)C)=O)C(=C2)F)F)C=C(C1C(N[C@@H](CC1=CC=C(C=C1)C=1C(N(C(N(C1C)C)=O)C)=O)C(=O)O)=O)F ((S)-2-[4-[[3,5-difluoro-4-[(S)-1-carboxy-2-[4-[1,3,6-trimethyl-2,4-dioxo-1,2,3,4-tetrahydropyrimidin-5-yl]phenyl]ethylcarbamoyl]benzylamino]methyl]-2,6-difluorobenzoylamino]-3-[4-[1,3,6-trimethyl-2,4-dioxo-1,2,3,4-tetrahydropyrimidin-5-yl]phenyl]propionic acid), CO (methanol), CC(OCC)=O (EA). The solvent is C(Cl)Cl (DCM). Conditions: time 8 hour. Yields the product COC([C@H](CC1=CC=C(C=C1)C=1C(N(C(N(C1C)C)=O)C)=O)NC(C1=C(C=C(C=C1F)CNCC1=CC(=C(C(=C1)F)C(N[C@@H](CC1=CC=C(C=C1)C=1C(N(C(N(C1C)C)=O)C)=O)C(=O)OC)=O)F)F)=O)=O ((S)-2-[4-[[3,5-difluoro-4-[(S)-1-methoxycarbonyl-2-[4-[1,3,6-trimethyl-2,4-dioxo-1,2,3,4-tetrahydropyrimidin-5- yl]phenyl]ethylcarbamoyl]benzylamino]methyl]-2,6-difluorobenzoylamino]-3-[4-[1,3,6-trimethyl-2,4-dioxo-1,2,3,4-tetrahydropyrimidin-5-yl]phenyl]propionic acid methyl ester). Reaction SMILES: [F:1][C:2]1[CH:3]=[C:4]([CH:41]=[C:42]([F:69])[C:43]=1[C:44](=[O:68])[NH:45][C@H:46]([C:65]([OH:67])=[O:66])[CH2:47][C:48]1[CH:53]=[CH:52][C:51]([C:54]2[C:55](=[O:64])[N:56]([CH3:63])[C:57](=[O:62])[N:58]([CH3:61])[C:59]=2[CH3:60])=[CH:50][CH:49]=1)[CH2:5][NH:6][CH2:7][C:8]1[CH:38]=[C:37]([F:39])[C:11]([C:12]([NH:14][C@@H:15]([CH2:19][C:20]2[CH:25]=[CH:24][C:23]([C:26]3[C:27](=[O:36])[N:28]([CH3:35])[C:29](=[O:34])[N:30]([CH3:33])[C:31]=3[CH3:32])=[CH:22][CH:21]=2)[C:16](O)=[O:17])=[O:13])=[C:10]([F:40])[CH:9]=1.[CH3:70][OH:71].[CH3:72]C(=O)OCC>C(Cl)Cl>[CH3:70][O:71][C:16](=[O:17])[C@@H:15]([NH:14][C:12](=[O:13])[C:11]1[C:37]([F:39])=[CH:38][C:8]([CH2:7][NH:6][CH2:5][C:4]2[CH:3]=[C:2]([F:1])[C:43]([C:44](=[O:68])[NH:45][C@H:46]([C:65]([O:67][CH3:72])=[O:66])[CH2:47][C:48]3[CH:49]=[CH:50][C:51]([C:54]4[C:55](=[O:64])[N:56]([CH3:63])[C:57](=[O:62])[N:58]([CH3:61])[C:59]=4[CH3:60])=[CH:52][CH:53]=3)=[C:42]([F:69])[CH:41]=2)=[CH:9][C:10]=1[F:40])[CH2:19][C:20]1[CH:21]=[CH:22][C:23]([C:26]2[C:27](=[O:36])[N:28]([CH3:35])[C:29](=[O:34])[N:30]([CH3:33])[C:31]=2[CH3:32])=[CH:24][CH:25]=1. Procedure details: To a flask containing (S)-2-[4-[[3,5-difluoro-4-[(S)-1-carboxy-2-[4-[1,3,6-trimethyl-2,4-dioxo-1,2,3,4-tetrahydropyrimidin-5-yl]phenyl]ethylcarbamoyl]benzylamino]methyl]-2,6-difluorobenzoylamino]-3-[4-[1,3,6-trimethyl-2,4-dioxo-1,2,3,4-tetrahydropyrimidin-5-yl]phenyl]propionic acid (560 mg, 0.59 mmol) was added methanol (50 mL) and TMSCI (398 mg, 460 mL, 3.66 mmol) and the reaction was stirred overnight. Reaction was diluted with EA (10 mL), DCM (140 mL) and was washed with aqueous NaHCO3 soluti...